From a dataset of the Open Reaction Database (ORD), a public repository of structured organic reaction records. describe an organic reaction: reactants, conditions, products, and yield Reactants: Cc1cc(Br)c(C)c2c1SCCC2=O, C1CCOC1, CBr, Cl, [Mg]. Product: Cc1cc(Br)c(C)c2c1SCCC2(C)O. As a reaction SMILES: [Br:4][c:5]1[c:6]([CH3:17])[c:7]2[c:12]([c:13]([CH3:15])[cH:14]1)[S:11][CH2:10][CH2:9][C:8]2=[O:16].[CH2:19]1[O:20][CH2:21][CH2:22][CH2:23]1.[CH3:1][Br:2].[ClH:18].[Mg:3]>>[CH3:1][C:8]1([OH:16])[c:7]2[c:6]([CH3:17])[c:5]([Br:4])[cH:14][c:13]([CH3:15])[c:12]2[S:11][CH2:10][CH2:9]1. The reactants are CC(=O)[O-], CC(=O)c1nc(-c2ccncc2)[nH]c1C, Cl, NO, [Na+], O. The product is CC(=NO)c1nc(-c2ccncc2)[nH]c1C. Reaction SMILES: [CH3:17][C:18](=[O:19])[O-:20].[CH3:1][c:2]1[c:3]([C:13]([CH3:14])=[O:15])[n:4][c:5](-[c:7]2[cH:8][cH:9][n:10][cH:11][cH:12]2)[nH:6]1.[ClH:21].[NH2:22][OH:23].[Na+:16].[OH2:24]>>[CH3:1][c:2]1[c:3]([C:13]([CH3:14])=[N:22][OH:23])[n:4][c:5](-[c:7]2[cH:8][cH:9][n:10][cH:11][cH:12]2)[nH:6]1. The reactants are ClC(Cl)Cl, O=C(O)c1cc([N+](=O)[O-])ccc1Cl, O=S(Cl)Cl. The product is O=C(Cl)c1cc([N+](=O)[O-])ccc1Cl. RXN SMILES: [CH:18]([Cl:19])([Cl:20])[Cl:21].[Cl:5][c:6]1[c:7]([C:8](=[O:9])[OH:10])[cH:11][c:12]([N+:15](=[O:16])[O-:17])[cH:13][cH:14]1.[S:1]([Cl:2])([Cl:3])=[O:4]>>[Cl:3][C:8]([c:7]1[c:6]([Cl:5])[cH:14][cH:13][c:12]([N+:15](=[O:16])[O-:17])[cH:11]1)=[O:9]. Starting materials: C(C1=CC=CC=C1)(=O)O[C@@H]1C(C2=CC[C@H]3[C@@H]4CC[C@H]([C@H](C)O[Si](C)(C)C(C)(C)C)[C@]4(CC[C@@H]3[C@]2(CC1)C)C)(C)C ((3β,20S)-20-[[(1,1-dimethylethyl)dimethylsilyl]oxy]-4,4-dimethylpregn-5-en-3-ol benzoate), BrN1C(CCC1=O)=O (N-bromosuccinimide), S(=S)(=O)([O-])[O-].[Na+].[Na+] (sodium thiosulfate), C(C)(C)N(C(C)C)CC (N,N-diisopropylethylamine), BrN1C(CCC1=O)=O (N-bromosuccinimide). The solvent is C1CCCCC1 (cyclohexane), C1(=CC=CC=C1)C (toluene). Conditions: time 10 minute. Product: C(C1=CC=CC=C1)(=O)O[C@@H]1C(C2=CC=C3[C@@H]4CC[C@H]([C@H](C)O[Si](C)(C)C(C)(C)C)[C@]4(CC[C@@H]3[C@]2(CC1)C)C)(C)C ((3β,20S)-20-[[(1,1-dimethylethyl)dimethylsilyl]oxy]-4,4-dimethylpregna-5,7-dien-3-ol benzoate). RXN SMILES: [C:1]([O:9][C@H:10]1[CH2:36][CH2:35][C@@:34]2([CH3:37])[C:12](=[CH:13][CH2:14][C@@H:15]3[C@@H:33]2[CH2:32][CH2:31][C@@:30]2([CH3:38])[C@H:16]3[CH2:17][CH2:18][C@@H:19]2[C@@H:20]([O:22][Si:23]([C:26]([CH3:29])([CH3:28])[CH3:27])([CH3:25])[CH3:24])[CH3:21])[C:11]1([CH3:40])[CH3:39])(=[O:8])[C:2]1[CH:7]=[CH:6][CH:5]=[CH:4][CH:3]=1.BrN1C(=O)CCC1=O.S([O-])([O-])(=O)=S.[Na+].[Na+].C(N(CC)C(C)C)(C)C>C1CCCCC1.C1(C)C=CC=CC=1>[C:1]([O:9][C@H:10]1[CH2:36][CH2:35][C@@:34]2([CH3:37])[C:12](=[CH:13][CH:14]=[C:15]3[C@@H:33]2[CH2:32][CH2:31][C@@:30]2([CH3:38])[C@H:16]3[CH2:17][CH2:18][C@@H:19]2[C@@H:20]([O:22][Si:23]([C:26]([CH3:28])([CH3:29])[CH3:27])([CH3:25])[CH3:24])[CH3:21])[C:11]1([CH3:39])[CH3:40])(=[O:8])[C:2]1[CH:3]=[CH:4][CH:5]=[CH:6][CH:7]=1 |f:2.3.4|. Procedure: xi)—A mixture of (3β,20S)-20-[[(1,1-dimethylethyl)dimethylsilyl]oxy]-4,4-dimethylpregn-5-en-3-ol benzoate (44.6), dry toluene (394 ml), dry cyclohexane (394 ml) and N-bromosuccinimide (17.8 g) was heated at reflux temperature for 10 min. The reaction mixture was cooled, another portion of N-bromosuccinimide (17.8 g) was added, and reflux was continued for another 10 min. The reaction mixture was cooled, a saturated aqueous solution of sodium thiosulfate (802 ml) was added and the resulting mixtu...